From a dataset of the Open Reaction Database (ORD), a public repository of structured organic reaction records. describe an organic reaction: reactants, conditions, products, and yield Reactants: C(C)(C)(C)N1N=CC(=C1C1=CC=C(C=C1)OC)C=1SC=C(N1)CC(=O)OCC (ethyl 2-(2-(1-tert-butyl-5-(4-methoxyphenyl)-1H-pyrazol-4-yl)thiazol-4-yl)acetate), [OH-].[Na+] (sodium hydroxide). Run in C(C)O (ethanol), C1CCOC1 (THF). Yields the product C(C)(C)(C)N1N=CC(=C1C1=CC=C(C=C1)OC)C=1SC=C(N1)CC(=O)O (2-(2-(1-tert-butyl-5-(4-methoxyphenyl)-1H-pyrazol-4-yl)thiazol-4-yl)acetic acid). The yield is 91.3%. As a reaction SMILES: [C:1]([N:5]1[C:9]([C:10]2[CH:15]=[CH:14][C:13]([O:16][CH3:17])=[CH:12][CH:11]=2)=[C:8]([C:18]2[S:19][CH:20]=[C:21]([CH2:23][C:24]([O:26]CC)=[O:25])[N:22]=2)[CH:7]=[N:6]1)([CH3:4])([CH3:3])[CH3:2].[OH-].[Na+]>C(O)C.C1COCC1>[C:1]([N:5]1[C:9]([C:10]2[CH:11]=[CH:12][C:13]([O:16][CH3:17])=[CH:14][CH:15]=2)=[C:8]([C:18]2[S:19][CH:20]=[C:21]([CH2:23][C:24]([OH:26])=[O:25])[N:22]=2)[CH:7]=[N:6]1)([CH3:4])([CH3:2])[CH3:3] |f:1.2|. Procedure details: A mixed solution of the compound (920 mg, 2.30 mmol) obtained in step 12 and 1N aqueous sodium hydroxide solution (3.45 mL, 3.45 mmol) in ethanol (10 mL) and THF (10 ml) was stirred at room temperature for 1 hr. The reaction mixture was concentrated under reduced pressure, and water was added to the residue. 1N Hydrochloric acid was added thereto, and the precipitate was collected by filtration to give 2-(2-(1-tert-butyl-5-(4-methoxyphenyl)-1H-pyrazol-4-yl)thiazol-4-yl)acetic acid (780 mg, 2.10 ... Starting materials: C(C1=CC=CC=C1)O[C@H]1C(O)O[C@@H]([C@H]([C@@H]1OCC1=CC=CC=C1)OCC1=CC=CC=C1)COCC1=CC=CC=C1 (2,3,4,6-tetra-O-benzyl-D-glucopyranose), C1CCC2=NCCCN2CC1 (DBU), F[B-](F)(F)F (tetrafluoroborate). The solvent is ClCCl (dichloromethane). Run at time 90 minute. Yields the product C(C1=CC=CC=C1)O[C@H]1C(O[C@@H]([C@H]([C@@H]1OCC1=CC=CC=C1)OCC1=CC=CC=C1)COCC1=CC=CC=C1)F (2,3,4,6-tetra-O-benzyl-D-glucopyranosyl fluoride). RXN SMILES: [CH2:1]([O:8][C@@H:9]1[C@@H:15]([O:16][CH2:17][C:18]2[CH:23]=[CH:22][CH:21]=[CH:20][CH:19]=2)[C@H:14]([O:24][CH2:25][C:26]2[CH:31]=[CH:30][CH:29]=[CH:28][CH:27]=2)[C@@H:13]([CH2:32][O:33][CH2:34][C:35]2[CH:40]=[CH:39][CH:38]=[CH:37][CH:36]=2)[O:12][CH:10]1O)[C:2]1[CH:7]=[CH:6][CH:5]=[CH:4][CH:3]=1.C1CCN2C(=NCCC2)CC1.[F:52][B-](F)(F)F>ClCCl>[CH2:1]([O:8][C@@H:9]1[C@@H:15]([O:16][CH2:17][C:18]2[CH:23]=[CH:22][CH:21]=[CH:20][CH:19]=2)[C@H:14]([O:24][CH2:25][C:26]2[CH:31]=[CH:30][CH:29]=[CH:28][CH:27]=2)[C@@H:13]([CH2:32][O:33][CH2:34][C:35]2[CH:40]=[CH:39][CH:38]=[CH:37][CH:36]=2)[O:12][CH:10]1[F:52])[C:2]1[CH:7]=[CH:6][CH:5]=[CH:4][CH:3]=1. Reported procedure: To a solution of 2,3,4,6-tetra-O-benzyl-D-glucopyranose (100 mg, 0.18 mmol) and DBU (44 μL, 0.28 mmol) in dichloromethane (0.5 mL) is added diethylaminodifluorosulfinium tetrafluoroborate (68 mg, 0.28 mmol) at room temperature and under nitrogen. After 90 min of stirring, the reaction mixture is quenched at room temperature with a 5% aqueous sodium bicarbonate solution, stirred for 15 min, and the resulting mixture is extracted twice using dichloromethane. The organic phases are combined, dried ... Starting materials: O.C1(=CC=C(C=C1)S(=O)(=O)O)C (p-toluenesulfonic acid monohydrate), [OH-].[Na+] (NaOH), IC1=CSC=2C(OCCC21)=O (3-iodo-4,5-dihydro-thieno[2,3-c]pyran-7-one), CB(O)O (methyl boronic acid), C(=O)([O-])[O-].[Na+].[Na+] (Na2CO3), C(=O)(O)[O-].[Na+] (NaHCO3). Reagents/catalysts: C=1C=CC(=CC1)[P](C=2C=CC=CC2)(C=3C=CC=CC3)[Pd]([P](C=4C=CC=CC4)(C=5C=CC=CC5)C=6C=CC=CC6)([P](C=7C=CC=CC7)(C=8C=CC=CC8)C=9C=CC=CC9)[P](C=1C=CC=CC1)(C=1C=CC=CC1)C=1C=CC=CC1 (Pd(PPh3)4). The solvent is C(OC)COC (dimethoxyethane), CCO (EtOH), O (water). The product is CC1=CSC=2C(OCCC21)=O (3-Methyl-4,5-dihydro-thieno[2,3-c]pyran-7-one). Isolated yield 22.1%. RXN SMILES: I[C:2]1[C:10]2[CH2:9][CH2:8][O:7][C:6](=[O:11])[C:5]=2[S:4][CH:3]=1.[CH3:12]B(O)O.C([O-])([O-])=O.[Na+].[Na+].[OH-].[Na+].O.C1(C)C=CC(S(O)(=O)=O)=CC=1.C([O-])(O)=O.[Na+]>C1C=CC([P]([Pd]([P](C2C=CC=CC=2)(C2C=CC=CC=2)C2C=CC=CC=2)([P](C2C=CC=CC=2)(C2C=CC=CC=2)C2C=CC=CC=2)[P](C2C=CC=CC=2)(C2C=CC=CC=2)C2C=CC=CC=2)(C2C=CC=CC=2)C2C=CC=CC=2)=CC=1.CCO.O.C(COC)OC>[CH3:12][C:2]1[C:10]2[CH2:9][CH2:8][O:7][C:6](=[O:11])[C:5]=2[S:4][CH:3]=1 |f:2.3.4,5.6,7.8,9.10,^1:44,46,65,84|. Reported procedure: Mix 3-iodo-4,5-dihydro-thieno[2,3-c]pyran-7-one (1.0, 3.57 mmol) and methyl boronic acid (428 mg, 7.14 mmol) in 7:3:1 dimethoxyethane:water:EtOH (10 mL) and add 2.0 M Na2CO3 (3.5 mL). Bubble dry argon gas through the reaction mixture for 10-15 min to remove oxygen. Add Pd(PPh3)4 (210 mg, 0.18 mmol) and heat using microwave irradiation to 130° C. for 45 min. Pour into 1 N NaOH (50 mL) and wash with hexanes (50 mL). Acidify the aqueous layer with 5N HCl until pH=1 and extract with EtOAc (3×50 mL).... Starting materials: C(=O)(C(=O)OCC)NC1=CC=C(C=C1)N1C=NC=C1 (1-Ethoxalylamino-4-(1H-imidazol-1-yl)-benzene), [N+](=O)(O)[O-] (nitric acid), [N+](=O)(O)[O-] (nitric acid), ice water. Conditions: time 1 hour. The product is C(=O)(C(=O)OCC)NC1=C(C=C(C=C1)N1C=NC=C1)[N+](=O)[O-] (2-Ethoxalylamino-5-(1H-imidazol-1-yl)-nitrobenzene). Isolated yield 80.0%. Reaction SMILES: [C:1]([NH:8][C:9]1[CH:14]=[CH:13][C:12]([N:15]2[CH:19]=[CH:18][N:17]=[CH:16]2)=[CH:11][CH:10]=1)([C:3]([O:5][CH2:6][CH3:7])=[O:4])=[O:2].[N+:20]([O-])([OH:22])=[O:21]>>[C:1]([NH:8][C:9]1[CH:14]=[CH:13][C:12]([N:15]2[CH:19]=[CH:18][N:17]=[CH:16]2)=[CH:11][C:10]=1[N+:20]([O-:22])=[O:21])([C:3]([O:5][CH2:6][CH3:7])=[O:4])=[O:2]. Reported procedure: 1-Ethoxalylamino-4-(1H-imidazol-1-yl)-benzene (16 g; 61.8 mmol) was added gradually to 100 ml nitric acid (d=1.52) at 0° C. Stirring was continued at 0° C. for 1 h, and then the reaction mixture was poured into ice-water to give the title compound (18 g; 80%) as a nitric acid salt. M.p. 180° C. (decomp.). Starting materials: C1(=CC=C(C=C1)C(C(=O)O)OC)C1=CC=CC=C1 ((RS)-Biphenyl-4-yl-methoxy-acetic acid), NCC1=CC=C(C#N)C=C1 (4-aminomethyl benzonitrile). Yields the product C1(=CC=C(C=C1)C(C(=O)NCC1=CC=C(C=C1)C#N)OC)C1=CC=CC=C1 ((RS)-2-biphenyl-4-yl-N-(4-cyano-benzyl)-2-methoxy-acetamide). RXN SMILES: [C:1]1([C:13]2[CH:18]=[CH:17][CH:16]=[CH:15][CH:14]=2)[CH:6]=[CH:5][C:4]([CH:7]([O:11][CH3:12])[C:8]([OH:10])=O)=[CH:3][CH:2]=1.[NH2:19][CH2:20][C:21]1[CH:28]=[CH:27][C:24]([C:25]#[N:26])=[CH:23][CH:22]=1>>[C:1]1([C:13]2[CH:18]=[CH:17][CH:16]=[CH:15][CH:14]=2)[CH:2]=[CH:3][C:4]([CH:7]([O:11][CH3:12])[C:8]([NH:26][CH2:25][C:24]2[CH:27]=[CH:28][C:21]([C:20]#[N:19])=[CH:22][CH:23]=2)=[O:10])=[CH:5][CH:6]=1. Procedure: (RS)-Biphenyl-4-yl-methoxy-acetic acid was coupled with 4-aminomethyl benzonitrile according to general procedure C to give (RS)-2-biphenyl-4-yl-N-(4-cyano-benzyl)-2-methoxy-acetamide. Light yellow solid. Starting materials: ClCCl, COc1cc(-c2nn(C3CCC(=O)CC3)c3ncnc(N)c23)ccc1N, CC(CC(=O)Cl)c1ccccc1, c1ccncc1. The product is COc1cc(-c2nn(C3CCC(=O)CC3)c3ncnc(N)c23)ccc1NC(=O)CC(C)c1ccccc1. As a reaction SMILES: [Cl:39][CH2:40][Cl:41].[NH2:13][c:14]1[c:15]2[c:16]([n:17][cH:18][n:19]1)[n:20]([CH:32]1[CH2:33][CH2:34][C:35](=[O:38])[CH2:36][CH2:37]1)[n:21][c:22]2-[c:23]1[cH:24][c:25]([O:30][CH3:31])[c:26]([NH2:29])[cH:27][cH:28]1.[c:1]1([CH:7]([CH2:8][C:9](=[O:10])[Cl:11])[CH3:12])[cH:2][cH:3][cH:4][cH:5][cH:6]1.[cH:42]1[cH:43][cH:44][n:45][cH:46][cH:47]1>>[c:1]1([CH:7]([CH2:8][C:9](=[O:10])[NH:29][c:26]2[c:25]([O:30][CH3:31])[cH:24][c:23](-[c:22]3[c:15]4[c:14]([NH2:13])[n:19][cH:18][n:17][c:16]4[n:20]([CH:32]4[CH2:33][CH2:34][C:35](=[O:38])[CH2:36][CH2:37]4)[n:21]3)[cH:28][cH:27]2)[CH3:12])[cH:2][cH:3][cH:4][cH:5][cH:6]1.